Dataset: the Open Reaction Database (ORD), a public repository of structured organic reaction records. Task: describe an organic reaction: reactants, conditions, products, and yield Reactants: FC=1C=CC2=C(C3=C(S2)CCC(C3)C(=O)OCC)C1 (ethyl 8-fluoro-1,2,3,4-tetrahydrodibenzo[b,d]thiophene-2-carboxylate), [OH-].[K+] (KOH), O (Water), Cl (HCl). The solvent is CCO (EtOH). Run at temperature 40 celsius, time 8 hour. Yields the product FC=1C=CC2=C(C3=C(S2)CCC(C3)C(=O)O)C1 (8-Fluoro-1,2,3,4-tetrahydrodibenzo[b,d]thiophene-2-carboxylic acid). Isolated yield 95.4%. RXN SMILES: [F:1][C:2]1[CH:3]=[CH:4][C:5]2[S:9][C:8]3[CH2:10][CH2:11][CH:12]([C:14]([O:16]CC)=[O:15])[CH2:13][C:7]=3[C:6]=2[CH:19]=1.[OH-].[K+].Cl.O>CCO>[F:1][C:2]1[CH:3]=[CH:4][C:5]2[S:9][C:8]3[CH2:10][CH2:11][CH:12]([C:14]([OH:16])=[O:15])[CH2:13][C:7]=3[C:6]=2[CH:19]=1 |f:1.2|. Procedure details: To a solution of ethyl 8-fluoro-1,2,3,4-tetrahydrodibenzo[b,d]thiophene-2-carboxylate (2.5 g, 9 mmol) in EtOH (60 mL) was added KOH (0.81 g, 15 mmol). The reaction was stirred at 40° C. overnight. After cooling in an ice-water bath, the mixture was acidified to pH 2-3 with 1 N HCl. Water was added and the resulting white solid precipitate was collected and dried to afford 2.15 g (96%) of the title compound: mp 245° C. (dec.), MS (−) 249 (M−H)−. Reaction SMILES: [Br:19][C:20]([C:21](=[O:22])[O:23][CH2:24][CH3:25])([CH3:26])[CH3:27].[C:28](=[O:29])([O-:30])[O-:31].[CH2:34]([C:35]([CH3:36])=[O:37])[CH:38]([CH3:39])[CH3:40].[Cl:1][c:2]1[cH:3][cH:4][c:5]([NH:6][CH2:7][c:8]2[cH:9][c:10]([O:15][CH3:16])[c:11]([OH:14])[cH:12][cH:13]2)[cH:17][cH:18]1.[K+:32].[K+:33]>>[Cl:1][c:2]1[cH:3][cH:4][c:5]([NH:6][CH2:7][c:8]2[cH:9][c:10]([O:15][CH3:16])[c:11]([O:14][C:20]([C:21](=[O:22])[O:23][CH2:24][CH3:25])([CH3:26])[CH3:27])[cH:12][cH:13]2)[cH:17][cH:18]1. Yields the product CCOC(=O)C(C)(C)Oc1ccc(CNc2ccc(Cl)cc2)cc1OC. Starting materials: CCOC(=O)C(C)(C)Br, O=C([O-])[O-], CC(=O)CC(C)C, COc1cc(CNc2ccc(Cl)cc2)ccc1O, [K+], [K+].